Dataset: the Open Reaction Database (ORD), a public repository of structured organic reaction records. Task: describe an organic reaction: reactants, conditions, products, and yield Starting materials: P(Br)(Br)Br (Phosphorus tribromide), OCCC=1C=CC2=C(CCO2)C1 (5-(2-hydroxyethyl)-2,3-dihydrobenzofuran). The solvent is C(Cl)(Cl)(Cl)Cl (carbon tetrachloride). Yields the product BrCCC=1C=CC2=C(CCO2)C1 (5-(2-bromoethyl)-2,3-dihydrobenzofuran). As a reaction SMILES: P(Br)(Br)[Br:2].O[CH2:6][CH2:7][C:8]1[CH:9]=[CH:10][C:11]2[O:15][CH2:14][CH2:13][C:12]=2[CH:16]=1>C(Cl)(Cl)(Cl)Cl>[Br:2][CH2:6][CH2:7][C:8]1[CH:9]=[CH:10][C:11]2[O:15][CH2:14][CH2:13][C:12]=2[CH:16]=1. Procedure: Phosphorus tribromide (0.37 g) was added to a solution of 5-(2-hydroxyethyl)-2,3-dihydrobenzofuran (0.612 g) in carbon tetrachloride (3 ml) and the mixture heated under reflux for 3 hours. On cooling to room temperature, the mixture was partitioned between 10% aqueous sodium carbonate (20 ml) and dichloromethane (20 ml). The layers were separated and the aqueous layer extracted with dichloromethane (2×10 ml). The combined dichloromethane extracts were dried (MgSO4) and concentrated in vacuo to g... Starting materials: N1(CCNCC1)C1=C2C3=C(C(NC2=NC=C1)=O)C=CC=C3 (1-piperazin-1-yl-5H-benzo[c][1,8]naphthyridin-6-one), N(=C=O)C1=CC=C(C=C1)C(C)C (1-isocyanato-4-isopropyl-benzene), CCN(C(C)C)C(C)C (DIEA). Solvent: O1CCOCC1 (dioxane). Reaction conditions: temperature 80 celsius, time 8 hour. The product is C(C)(C)C1=CC=C(C=C1)NC(=O)N1CCN(CC1)C1=C2C3=C(C(NC2=NC=C1)=O)C=CC=C3 (4-(6-oxo-5,6-dihydro-benzo[c][1,8]naphthyridin-1-yl)-piperazine-1-carboxylic acid (4-isopropyl-phenyl)-amide). Yield: 64.7%. RXN SMILES: [N:1]1([C:7]2[CH:16]=[CH:15][N:14]=[C:13]3[C:8]=2[C:9]2[CH:21]=[CH:20][CH:19]=[CH:18][C:10]=2[C:11](=[O:17])[NH:12]3)[CH2:6][CH2:5][NH:4][CH2:3][CH2:2]1.[N:22]([C:25]1[CH:30]=[CH:29][C:28]([CH:31]([CH3:33])[CH3:32])=[CH:27][CH:26]=1)=[C:23]=[O:24].CCN(C(C)C)C(C)C>O1CCOCC1>[CH:31]([C:28]1[CH:29]=[CH:30][C:25]([NH:22][C:23]([N:4]2[CH2:3][CH2:2][N:1]([C:7]3[CH:16]=[CH:15][N:14]=[C:13]4[C:8]=3[C:9]3[CH:21]=[CH:20][CH:19]=[CH:18][C:10]=3[C:11](=[O:17])[NH:12]4)[CH2:6][CH2:5]2)=[O:24])=[CH:26][CH:27]=1)([CH3:33])[CH3:32]. Procedure: Compound 179 (50 mg, 0.14 mmol), 1-isocyanato-4-isopropyl-benzene (34 mg, 0.21 mmol), and DIEA (0.07 mL, 0.42 mmol) were suspended in dioxane (2 mL), and stirred overnight at 80° C. The reaction mixture was quenched with 1M HCl, and diluted with EtOAc. The mixture was filtered through an Extrelut column. The column was washed with EtOAc, and the filtrate was concentrated. The crude product was purified via Biotage eluting with a gradient of 75 to 100 EtOAc in hexane to provide 197 (40 mg, 64% yi... The reactants are C1(CC1)C1=CC(=NN1)NC=1C(=C(C#N)C=C(C1)F)[N+](=O)[O-] (3-(5-cyclopropyl-1H-pyrazol-3-ylamino)-5-fluoro-2-nitrobenzonitrile), FC1=CC=C(C=C1)[C@H](C)N ((S)-1-(4-fluoro-phenyl)ethylamine), CCN(C(C)C)C(C)C (DIEA). The solvent is CCCCO (n-BuOH). Run at temperature 230 celsius. The product is C1(CC1)C1=CC(=NN1)NC=1C(=C(C#N)C=C(C1)N[C@@H](C)C1=CC=C(C=C1)F)[N+](=O)[O-] ((S)-3-(5-Cyclopropyl-1H-pyrazol-3-ylamino)-5-(1-(4-fluorophenyl)ethylamino)-2-nitrobenzonitrile). The yield is 88.7%. RXN SMILES: [CH:1]1([C:4]2[NH:8][N:7]=[C:6]([NH:9][C:10]3[C:11]([N+:19]([O-:21])=[O:20])=[C:12]([CH:15]=[C:16](F)[CH:17]=3)[C:13]#[N:14])[CH:5]=2)[CH2:3][CH2:2]1.[F:22][C:23]1[CH:28]=[CH:27][C:26]([C@@H:29]([NH2:31])[CH3:30])=[CH:25][CH:24]=1.CCN(C(C)C)C(C)C>CCCCO>[CH:1]1([C:4]2[NH:8][N:7]=[C:6]([NH:9][C:10]3[C:11]([N+:19]([O-:21])=[O:20])=[C:12]([CH:15]=[C:16]([NH:31][C@H:29]([C:26]4[CH:27]=[CH:28][C:23]([F:22])=[CH:24][CH:25]=4)[CH3:30])[CH:17]=3)[C:13]#[N:14])[CH:5]=2)[CH2:3][CH2:2]1. Procedure details: A mixture of 3-(5-cyclopropyl-1H-pyrazol-3-ylamino)-5-fluoro-2-nitrobenzonitrile (Method 98, 3.50 g, 12.2 mmol), (S)-1-(4-fluoro-phenyl)ethylamine (1.87 g, 13.4 mmol), and DIEA (2.6 ml, 14.6 mmol) in n-BuOH (20 ml) was heated in a sealed tube at 230° C. for 2 hours. The solvent was removed under reduced pressure and the residue was purified by column chromatography (hexane-EtOAc=1:2) to give the title compound as a yellow solid (4.4 g, 89%). 1H NMR (400 MHz) 12.38 (s, 1H), 10.12 (b, 1H), 8.07 (d... Reactants: B, C1CCOC1, CSC, CCOCC, N#CCc1cc(Cl)cc(Cl)c1, Cl, [Na+], [OH-]. Product: NCCc1cc(Cl)cc(Cl)c1. RXN SMILES: [BH3:15].[CH2:19]1[O:20][CH2:21][CH2:22][CH2:23]1.[CH3:12][S:13][CH3:14].[CH3:24][CH2:25][O:26][CH2:27][CH3:28].[Cl:1][c:2]1[cH:3][c:4]([CH2:9][C:10]#[N:11])[cH:5][c:6]([Cl:8])[cH:7]1.[ClH:16].[Na+:18].[OH-:17]>>[Cl:1][c:2]1[cH:3][c:4]([CH2:9][CH2:10][NH2:11])[cH:5][c:6]([Cl:8])[cH:7]1. The product is Cc1nnc(SCC2=C(C(=O)OCOC(=O)C(C)(C)C)N3C(=O)C(NC(=O)Cc4csc(=O)s4)C3SC2)s1. As a reaction SMILES: [C:11](=[O:12])([OH:13])[C:14]1=[C:21]([CH2:22][S:23][c:24]2[n:25][n:26][c:27]([CH3:29])[s:28]2)[CH2:20][S:19][CH:18]2[N:15]1[C:16](=[O:40])[CH:17]2[NH:30][C:31]([CH2:32][c:33]1[s:34][c:35](=[O:38])[s:36][cH:37]1)=[O:39].[C:1]([C:2]([CH3:3])([CH3:4])[CH3:5])(=[O:6])[O:7][CH2:8][I:9].[CH3:41][CH2:42][O:43][C:44](=[O:45])[CH3:46].[K:10].[O:47]=[CH:48][N:49]([CH3:50])[CH3:51].[OH2:52]>>[C:1]([C:2]([CH3:3])([CH3:4])[CH3:5])(=[O:6])[O:7][CH2:8][O:13][C:11](=[O:12])[C:14]1=[C:21]([CH2:22][S:23][c:24]2[n:25][n:26][c:27]([CH3:29])[s:28]2)[CH2:20][S:19][CH:18]2[N:15]1[C:16](=[O:40])[CH:17]2[NH:30][C:31]([CH2:32][c:33]1[s:34][c:35](=[O:38])[s:36][cH:37]1)=[O:39]. Starting materials: Cc1nnc(SCC2=C(C(=O)O)N3C(=O)C(NC(=O)Cc4csc(=O)s4)C3SC2)s1, CC(C)(C)C(=O)OCI, CCOC(C)=O, [K], CN(C)C=O, O. Reactants: BrC=1C=C(C=2C(=NN(C2C1)C(C)C)C)C(=O)NCC=1C(NC(=CC1CCC)C)=O (6-bromo-3-methyl-1-(1-methylethyl)-N-[(6-methyl-2-oxo-4-propyl-1,2-dihydro-3-pyridinyl)methyl]-1H-indazole-4-carboxamide), CC1(OB(OC1(C)C)C=1C=CC(=NC1)N1CCNCC1)C (1-[5-(4,4,5,5-tetramethyl-1,3,2-dioxaborolan-2-yl)-2-pyridinyl]piperazine). Yields the product CC1=NN(C=2C=C(C=C(C12)C(=O)NCC=1C(NC(=CC1CCC)C)=O)C=1C=NC(=CC1)N1CCNCC1)C(C)C (3-methyl-1-(1-methylethyl)-N-[(6-methyl-2-oxo-4-propyl-1,2-dihydro-3-pyridinyl)methyl]-6-[6-(1-piperazinyl)-3-pyridinyl]-1H-indazole-4-carboxamide). Reaction SMILES: Br[C:2]1[CH:3]=[C:4]([C:15]([NH:17][CH2:18][C:19]2[C:20](=[O:29])[NH:21][C:22]([CH3:28])=[CH:23][C:24]=2[CH2:25][CH2:26][CH3:27])=[O:16])[C:5]2[C:6]([CH3:14])=[N:7][N:8]([CH:11]([CH3:13])[CH3:12])[C:9]=2[CH:10]=1.CC1(C)C(C)(C)OB([C:38]2[CH:39]=[CH:40][C:41]([N:44]3[CH2:49][CH2:48][NH:47][CH2:46][CH2:45]3)=[N:42][CH:43]=2)O1>>[CH3:14][C:6]1[C:5]2[C:4]([C:15]([NH:17][CH2:18][C:19]3[C:20](=[O:29])[NH:21][C:22]([CH3:28])=[CH:23][C:24]=3[CH2:25][CH2:26][CH3:27])=[O:16])=[CH:3][C:2]([C:38]3[CH:43]=[N:42][C:41]([N:44]4[CH2:45][CH2:46][NH:47][CH2:48][CH2:49]4)=[CH:40][CH:39]=3)=[CH:10][C:9]=2[N:8]([CH:11]([CH3:13])[CH3:12])[N:7]=1. Procedure: The title compound was prepared in a similar manner as described for example 8 from 6-bromo-3-methyl-1-(1-methylethyl)-N-[(6-methyl-2-oxo-4-propyl-1,2-dihydro-3-pyridinyl)methyl]-1H-indazole-4-carboxamide (65 mg, 0.141 mmol) and 1-[5-(4,4,5,5-tetramethyl-1,3,2-dioxaborolan-2-yl)-2-pyridinyl]piperazine (61 mg, 0.212 mmol). The product was collected as a white solid (54 mg, 49%). 1H NMR (400 MHz, DMSO-d6) δ ppm 11.54 (br. s., 1H) 8.49-8.63 (m, 2H) 8.43 (br. s., 1H) 7.97 (dd, J=8.84, 2.53 Hz, 1H) 7... Reactants: BrCc1ccccc1, CCCC[N+](CCCC)(CCCC)CCCC, CCOCC, CCCCCC, CC(=O)O, ClC(Cl)Cl, [H-], [I-], [Na+], [Na+], C1CCOC1, O=C([O-])O, Cc1c(-c2ccccc2)n(COCCO)c(=S)[nH]c1=O. The product is Cc1c(-c2ccccc2)n(COCCOCc2ccccc2)c(=S)[nH]c1=O. As a reaction SMILES: [Br:23][CH2:24][c:25]1[cH:26][cH:27][cH:28][cH:29][cH:30]1.[CH2:42]([N+:43]([CH2:44][CH2:45][CH2:46][CH3:47])([CH2:48][CH2:49][CH2:50][CH3:51])[CH2:52][CH2:53][CH2:54][CH3:55])[CH2:56][CH2:57][CH3:58].[CH2:65]([O:66][CH2:67][CH3:68])[CH3:69].[CH3:59][CH2:60][CH2:61][CH2:62][CH2:63][CH3:64].[CH3:74][C:75](=[O:76])[OH:77].[CH:70]([Cl:71])([Cl:72])[Cl:73].[H-:1].[I-:41].[Na+:2].[Na+:31].[O:36]1[CH2:37][CH2:38][CH2:39][CH2:40]1.[OH:32][C:33](=[O:34])[O-:35].[OH:3][CH2:4][CH2:5][O:6][CH2:7][n:8]1[c:9](=[S:10])[nH:11][c:12](=[O:13])[c:14]([CH3:15])[c:16]1-[c:17]1[cH:18][cH:19][cH:20][cH:21][cH:22]1>>[O:3]([CH2:4][CH2:5][O:6][CH2:7][n:8]1[c:9](=[S:10])[nH:11][c:12](=[O:13])[c:14]([CH3:15])[c:16]1-[c:17]1[cH:18][cH:19][cH:20][cH:21][cH:22]1)[CH2:24][c:25]1[cH:26][cH:27][cH:28][cH:29][cH:30]1. Reactants: CS(=O)(=O)OCC1CN(C(O1)=O)C1=CC=C2C=C(NC(C2=C1)=O)C1=C(C=CC=C1)C(F)(F)F (2-oxo-3-[1-oxo-3-(2-trifluoromethylphenyl)-1,2-dihydroisoquinolin-7-yl]oxazolidin-5-ylmethyl methanesulfonate), N1CCOCC1 (morpholine). Run in C(C)#N (acetonitrile). Product: N1(CCOCC1)CC1CN(C(O1)=O)C1=CC=C2C=C(NC(C2=C1)=O)C1=C(C=CC=C1)C(F)(F)F (7-(5-morpholin-4-ylmethyl-2-oxooxazolidin-3-yl)-3-(2-trifluoromethylphenyl)-2H-isoquinolin-1-one). Yield: 49.0%. RXN SMILES: CS(O[CH2:6][CH:7]1[O:11][C:10](=[O:12])[N:9]([C:13]2[CH:22]=[C:21]3[C:16]([CH:17]=[C:18]([C:24]4[CH:29]=[CH:28][CH:27]=[CH:26][C:25]=4[C:30]([F:33])([F:32])[F:31])[NH:19][C:20]3=[O:23])=[CH:15][CH:14]=2)[CH2:8]1)(=O)=O.[NH:34]1[CH2:39][CH2:38][O:37][CH2:36][CH2:35]1>C(#N)C>[N:34]1([CH2:6][CH:7]2[O:11][C:10](=[O:12])[N:9]([C:13]3[CH:22]=[C:21]4[C:16]([CH:17]=[C:18]([C:24]5[CH:29]=[CH:28][CH:27]=[CH:26][C:25]=5[C:30]([F:32])([F:31])[F:33])[NH:19][C:20]4=[O:23])=[CH:15][CH:14]=3)[CH2:8]2)[CH2:39][CH2:38][O:37][CH2:36][CH2:35]1. Procedure: The 2-oxo-3-[1-oxo-3-(2-trifluoromethylphenyl)-1,2-dihydroisoquinolin-7-yl]oxazolidin-5-ylmethyl methanesulfonate (20.0 mg, 0.0415 mmol) obtained in step C of Example 1-30 was dissolved in acetonitrile (0.1 ml). Thereafter, morpholine (3.6 μl) was added to the obtained solution, and the obtained mixture was stirred under heating to reflux for 22 hours. Thereafter, the reaction solution was cooled to a room temperature, and it was then concentrated under reduced pressure. The obtained residue was...